This data is from the Open Reaction Database (ORD), a public repository of structured organic reaction records. The task is: describe an organic reaction: reactants, conditions, products, and yield Reactants: O=Cc1ccccc1, NOCCCOc1c(Cl)cc(OCC=C(Cl)Cl)cc1Cl, Cl, O=C(O)CC(O)(CC(=O)O)C(=O)O, c1ccncc1. Product: ClC(Cl)=CCOc1cc(Cl)c(OCCCON=Cc2ccccc2)c(Cl)c1. As a reaction SMILES: [CH:1](=[O:2])[c:3]1[cH:4][cH:5][cH:6][cH:7][cH:8]1.[Cl:10][c:11]1[c:12]([O:13][CH2:14][CH2:15][CH2:16][O:17][NH2:18])[c:19]([Cl:29])[cH:20][c:21]([O:23][CH2:24][CH:25]=[C:26]([Cl:27])[Cl:28])[cH:22]1.[ClH:9].[OH:30][C:31]([CH2:32][C:33]([C:34](=[O:35])[OH:36])([CH2:37][C:38](=[O:39])[OH:40])[OH:41])=[O:42].[cH:43]1[cH:44][cH:45][n:46][cH:47][cH:48]1>>[CH:1]([c:3]1[cH:4][cH:5][cH:6][cH:7][cH:8]1)=[N:18][O:17][CH2:16][CH2:15][CH2:14][O:13][c:12]1[c:11]([Cl:10])[cH:22][c:21]([O:23][CH2:24][CH:25]=[C:26]([Cl:27])[Cl:28])[cH:20][c:19]1[Cl:29]. Procedure details: A mixture of 0.5 g (2.27 mmol) of 2-chloro-4-(pyridin-3-ylmethoxy)pyridine and 2 mL (40.5 mmol) of hydrazine hydrate is heated at 80° C. for 12 hours. The reaction medium is then taken up in 30 mL of water and extracted with EtOAc (3×30 mL). The organic phases are combined, washed with brine (20 mL) and then dried over Na2SO4, filtered, concentrated under reduced pressure and purified on silica gel, eluting with a 95/5 DCM/MeOH mixture. 197 mg of 2-hydrazinyl-4-(pyridin-3-ylmethoxy)pyridine are ... Solvent: O (water). Run at temperature 80 celsius. Product: N(N)C1=NC=CC(=C1)OCC=1C=NC=CC1 (2-hydrazinyl-4-(pyridin-3-ylmethoxy)pyridine). Starting materials: ClC1=NC=CC(=C1)OCC=1C=NC=CC1 (2-chloro-4-(pyridin-3-ylmethoxy)pyridine), O.NN (hydrazine hydrate). Isolated yield 40.1%. As a reaction SMILES: Cl[C:2]1[CH:7]=[C:6]([O:8][CH2:9][C:10]2[CH:11]=[N:12][CH:13]=[CH:14][CH:15]=2)[CH:5]=[CH:4][N:3]=1.O.[NH2:17][NH2:18]>O>[NH:17]([C:2]1[CH:7]=[C:6]([O:8][CH2:9][C:10]2[CH:11]=[N:12][CH:13]=[CH:14][CH:15]=2)[CH:5]=[CH:4][N:3]=1)[NH2:18] |f:1.2|. The reactants are C(CCC)[SnH](CCCC)CCCC (tributyltin hydride), ClC1=C(C=CC=C1)C1=C2CNC(N(C2=CC(=C1)CN1CC(N(CC1)C(=O)OCC=C)C(=O)OC(C)(C)C)C1=C(C=CC=C1Cl)Cl)=O (1-allyl 2-tert-butyl 4-{[5-(2-chlorophenyl)-1-(2,6-dichlorophenyl)-2-oxo-1,2,3,4-tetrahydroquinazolin-7-yl]methyl}piperazine-1,2-dicarboxylate), O (water). Reagents/catalysts: Cl[Pd]([P](C1=CC=CC=C1)(C2=CC=CC=C2)C3=CC=CC=C3)([P](C4=CC=CC=C4)(C5=CC=CC=C5)C6=CC=CC=C6)Cl (dichlorobis(triphenylphosphine)palladium(II)). Solvent: C(Cl)Cl (methylene chloride), C(Cl)Cl (methylene chloride). Conditions: time 5 hour. Product: ClC1=C(C=CC=C1)C1=C2CNC(N(C2=CC(=C1)CN1CC(NCC1)C(=O)OC(C)(C)C)C1=C(C=CC=C1Cl)Cl)=O (tert-butyl 4-{[5-(2-chlorophenyl)-1-(2,6-dichlorophenyl)-2-oxo-1,2,3,4-tetrahydroquinazolin-7-yl]methyl}piperazine-2-carboxylate), C(C=C)N1C(CN(CC1)CC1=CC(=C2CNC(N(C2=C1)C1=C(C=CC=C1Cl)Cl)=O)C1=C(C=CC=C1)Cl)C(=O)OC(C)(C)C (tert-butyl 1-allyl-4-{[5-(2-chlorophenyl)-1-(2,6-dichlorophenyl)-2-oxo-1,2,3,4-tetrahydroquinazolin-7-yl]methyl}piperazine-2-carboxylate). RXN SMILES: [Cl:1][C:2]1[CH:7]=[CH:6][CH:5]=[CH:4][C:3]=1[C:8]1[CH:17]=[C:16]([CH2:18][N:19]2[CH2:24][CH2:23][N:22]([C:25](OCC=C)=O)[CH:21]([C:31]([O:33][C:34]([CH3:37])([CH3:36])[CH3:35])=[O:32])[CH2:20]2)[CH:15]=[C:14]2[C:9]=1[CH2:10][NH:11][C:12](=[O:46])[N:13]2[C:38]1[C:43]([Cl:44])=[CH:42][CH:41]=[CH:40][C:39]=1[Cl:45].O.[CH2:48]([SnH](CCCC)CCCC)[CH2:49]CC>C(Cl)Cl.Cl[Pd](Cl)([P](C1C=CC=CC=1)(C1C=CC=CC=1)C1C=CC=CC=1)[P](C1C=CC=CC=1)(C1C=CC=CC=1)C1C=CC=CC=1>[Cl:1][C:2]1[CH:7]=[CH:6][CH:5]=[CH:4][C:3]=1[C:8]1[CH:17]=[C:16]([CH2:18][N:19]2[CH2:24][CH2:23][NH:22][CH:21]([C:31]([O:33][C:34]([CH3:37])([CH3:36])[CH3:35])=[O:32])[CH2:20]2)[CH:15]=[C:14]2[C:9]=1[CH2:10][NH:11][C:12](=[O:46])[N:13]2[C:38]1[C:43]([Cl:44])=[CH:42][CH:41]=[CH:40][C:39]=1[Cl:45].[CH2:25]([N:22]1[CH2:23][CH2:24][N:19]([CH2:18][C:16]2[CH:15]=[C:14]3[C:9]([CH2:10][NH:11][C:12](=[O:46])[N:13]3[C:38]3[C:43]([Cl:44])=[CH:42][CH:41]=[CH:40][C:39]=3[Cl:45])=[C:8]([C:3]3[CH:4]=[CH:5][CH:6]=[CH:7][C:2]=3[Cl:1])[CH:17]=2)[CH2:20][CH:21]1[C:31]([O:33][C:34]([CH3:35])([CH3:36])[CH3:37])=[O:32])[CH:48]=[CH2:49] |^1:66,85|. Reported procedure: To a mixture of 1-allyl 2-tert-butyl 4-{[5-(2-chlorophenyl)-1-(2,6-dichlorophenyl)-2-oxo-1,2,3,4-tetrahydroquinazolin-7-yl]methyl}piperazine-1,2-dicarboxylate (EXAMPLE AAA10, STEP A, 200 mg, 0.29 mmol) and dichlorobis(triphenylphosphine)palladium(II) (10.2 mg, 0.0146 mL) in methylene chloride (3 mL) was added water (30 μL). To this mixture was added tributyltin hydride (94 μL, 0.348 mmol) rapidly. The mixture was stirred at rt for 5 h, diluted with methylene chloride, washed with water and brine... The reactants are C1(CC1)C1=NC=C(C=C1)B1OC(C(O1)(C)C)(C)C (2-cyclopropyl-5-(4,4,5,5-tetramethyl-1,3,2-dioxaborolan-2-yl)pyridine), BrC1=CN=C(S1)C1(CCOCC1)C1=CC=C(C(=O)OC)C=C1 (methyl 4-(4-(5-bromothiazol-2-yl)-tetrahydro-2H-pyran-4-yl)benzoate), C([O-])([O-])=O.[K+].[K+] (potassium carbonate). Reagents/catalysts: C1(=CC=CC=C1)P([C-]1C=CC=C1)C1=CC=CC=C1.[C-]1(C=CC=C1)P(C1=CC=CC=C1)C1=CC=CC=C1.[Fe+2] (1,1′-bis(diphenylphosphino)ferrocene), Cl[Pd]Cl (dichloropalladium(II)). Run in C1(=CC=CC=C1)C.C(C)O.O (toluene ethanol water), CCOC(=O)C (EtOAc). Yields the product C1(CC1)C1=CC=C(C=N1)C1=CN=C(S1)C1(CCOCC1)C1=CC=C(C(=O)OC)C=C1 (methyl 4-(4-(5-(6-cyclopropylpyridin-3-yl)thiazol-2-yl)-tetrahydro-2H-pyran-4-yl)benzoate). RXN SMILES: [CH:1]1([C:4]2[CH:9]=[CH:8][C:7](B3OC(C)(C)C(C)(C)O3)=[CH:6][N:5]=2)[CH2:3][CH2:2]1.Br[C:20]1[S:24][C:23]([C:25]2([C:31]3[CH:40]=[CH:39][C:34]([C:35]([O:37][CH3:38])=[O:36])=[CH:33][CH:32]=3)[CH2:30][CH2:29][O:28][CH2:27][CH2:26]2)=[N:22][CH:21]=1.C(=O)([O-])[O-].[K+].[K+]>C1(C)C=CC=CC=1.C(O)C.O.CCOC(C)=O.C1(P(C2C=CC=CC=2)[C-]2C=CC=C2)C=CC=CC=1.[C-]1(P(C2C=CC=CC=2)C2C=CC=CC=2)C=CC=C1.[Fe+2].Cl[Pd]Cl>[CH:1]1([C:4]2[N:5]=[CH:6][C:7]([C:20]3[S:24][C:23]([C:25]4([C:31]5[CH:40]=[CH:39][C:34]([C:35]([O:37][CH3:38])=[O:36])=[CH:33][CH:32]=5)[CH2:30][CH2:29][O:28][CH2:27][CH2:26]4)=[N:22][CH:21]=3)=[CH:8][CH:9]=2)[CH2:2][CH2:3]1 |f:2.3.4,5.6.7,9.10.11|. Procedure: A mixture of 2-cyclopropyl-5-(4,4,5,5-tetramethyl-1,3,2-dioxaborolan-2-yl)pyridine (490 mg, 2.00 mmol), methyl 4-(4-(5-bromothiazol-2-yl)-tetrahydro-2H-pyran-4-yl)benzoate (382 mg, 1.00 mmol), potassium carbonate (276 mg, 2.0 mmol), and 1,1′-bis(diphenylphosphino)ferrocene]dichloropalladium(II) (PdCl2(dppf), 146 mg, 0.20 mmol) in toluene/ethanol/water (2 mL/1 mL/1 mL) was heated in microwave (Emry's Optimizer) at 110 C for 20 minutes. The reaction mixture was cooled to room temperature and then ... Reaction conditions: time 5 hour. RXN SMILES: N(C([C:6]1[CH2:10][S:9][CH:8]([CH2:11][CH2:12][CH2:13][CH2:14][C:15]([N:17]2[CH2:22][CH2:21][CH2:20][CH2:19][CH2:18]2)=[O:16])[C:7]=1[N:23]([C:27]([O:29][CH2:30][CH3:31])=[O:28])[C:24](=[O:26])[CH3:25])=O)=[N+]=[N-].[C:32]([N:37](C1C(CCCCC(N2CCCCC2)=O)SCC=1N=C=O)C(=O)C)([O:34][CH2:35]C)=[O:33]>CO>[C:27]([N:23]([C:7]1[CH:8]([CH2:11][CH2:12][CH2:13][CH2:14][C:15]([N:17]2[CH2:22][CH2:21][CH2:20][CH2:19][CH2:18]2)=[O:16])[S:9][CH2:10][C:6]=1[NH:37][C:32]([O:34][CH3:35])=[O:33])[C:24](=[O:26])[CH3:25])([O:29][CH2:30][CH3:31])=[O:28]. Procedure: 2.8 g (.006 moles) of 4-azidocarbonyl-3-(N-carbethoxyacetamido)-2,5-dihydro-2-thiophenevaleric acid piperidide was dissolved in 50 ml. of methanol and brought slowly up to reflux over a 15 minute period. The reaction was allowed to proceed for 5 hrs. at this temperature. Formed as an intermediate in the reaction mixture was 3-(N-carbethoxyacetamido)-4-isocyanato-2,5-dihydro-2-thiophenevaleric acid piperidide. The methanol was then removed, and 2.33 g. (0.0056 mole, 85%) of 3-(N-carbethoxyacetami... Product: C(=O)(OCC)N(C(C)=O)C=1C(SCC1NC(=O)OC)CCCCC(=O)N1CCCCC1 (3-(N-carbethoxyacetamido)-4-carbomethoxyamino-2,5-dihydro-2-thiophenevaleric acid piperidide). The yield is 85.0%. Solvent: CO (methanol). Starting materials: N(=[N+]=[N-])C(=O)C1=C(C(SC1)CCCCC(=O)N1CCCCC1)N(C(C)=O)C(=O)OCC (4-azidocarbonyl-3-(N-carbethoxyacetamido)-2,5-dihydro-2-thiophenevaleric acid piperidide), C(=O)(OCC)N(C(C)=O)C=1C(SCC1N=C=O)CCCCC(=O)N1CCCCC1 (3-(N-carbethoxyacetamido)-4-isocyanato-2,5-dihydro-2-thiophenevaleric acid piperidide). The reactants are COC1=CC=C(C=C1)C(CC(=O)OC)(C)C (Methyl 3-(4-methoxyphenyl)-3-methylbutanoate), II (Iodine). The reagents and catalysts are S(=O)(=O)([O-])[O-].[Ag+2] (silver sulfate). Run in C(C)O (ethanol), C(C)(=O)OCC (ethyl acetate). The product is IC=1C=C(C=CC1OC)C(CC(=O)OC)(C)C (methyl 3-(3-iodo-4-methoxyphenyl)-3-methylbutanoate). Reaction SMILES: [CH3:1][O:2][C:3]1[CH:8]=[CH:7][C:6]([C:9]([CH3:16])([CH3:15])[CH2:10][C:11]([O:13][CH3:14])=[O:12])=[CH:5][CH:4]=1.[I:17]I>C(O)C.C(OCC)(=O)C.S([O-])([O-])(=O)=O.[Ag+2]>[I:17][C:8]1[CH:7]=[C:6]([C:9]([CH3:16])([CH3:15])[CH2:10][C:11]([O:13][CH3:14])=[O:12])[CH:5]=[CH:4][C:3]=1[O:2][CH3:1] |f:4.5|. Reported procedure: Methyl 3-(4-methoxyphenyl)-3-methylbutanoate (475 mg, 2.137 mmol) was dissolved in ethanol (20 mL). Iodine (542 mg, 2.137 mmol) and silver sulfate (666 mg, 2.137 mmol) were added and the reaction was stirred vigorously at room temperature, protected from light, for 1 hr. The reaction was then diluted with ethyl acetate (40 mL) and filtered. The filtrate was washed with sodium bisulfite (2×50 mL), water (50 mL), and brine (50 mL). The organic layer was dried over sodium sulfate, filtered, and con... Reactants: CC(=O)[O-], CC(=O)[O-], CCOC(=O)c1c(Cc2ccccc2F)c(Br)n(COCc2ccccc2)c1C=O, CCCCP(C12CC3CC(CC(C3)C1)C2)C12CC3CC(CC(C3)C1)C2, Cc1ccccc1, CC1(C)OB(c2ccc(OC(F)F)c(OC3CC3)c2)OC1(C)C, [K+], [K+], [K+], O, O=P([O-])([O-])[O-], [Pd+2]. Product: CCOC(=O)c1c(Cc2ccccc2F)c(-c2ccc(OC(F)F)c(OC3CC3)c2)n(COCc2ccccc2)c1C=O. As a reaction SMILES: [C:87]([O-:88])(=[O:89])[CH3:90].[C:92]([O-:93])(=[O:94])[CH3:95].[CH2:1]([c:2]1[cH:3][cH:4][cH:5][cH:6][cH:7]1)[O:8][CH2:9][n:10]1[c:11]([CH:29]=[O:30])[c:12]([C:24](=[O:25])[O:26][CH2:27][CH3:28])[c:13]([CH2:16][c:17]2[c:18]([F:23])[cH:19][cH:20][cH:21][cH:22]2)[c:14]1[Br:15].[CH2:62]([P:63]([C:64]12[CH2:65][CH:66]3[CH2:67][CH:68]([CH2:69][CH:70]([CH2:71]3)[CH2:72]1)[CH2:73]2)[C:74]12[CH2:75][CH:76]3[CH2:77][CH:78]([CH2:79][CH:80]([CH2:81]3)[CH2:82]1)[CH2:83]2)[CH2:84][CH2:85][CH3:86].[CH3:97][c:98]1[cH:99][cH:100][cH:101][cH:102][cH:103]1.[CH:31]1([O:34][c:35]2[cH:36][c:37]([B:45]3[O:46][C:47]([CH3:48])([CH3:49])[C:50]([CH3:51])([CH3:52])[O:53]3)[cH:38][cH:39][c:40]2[O:41][CH:42]([F:43])[F:44])[CH2:32][CH2:33]1.[K+:59].[K+:60].[K+:61].[OH2:96].[P:54]([O-:55])([O-:56])([O-:57])=[O:58].[Pd+2:91]>>[CH2:1]([c:2]1[cH:3][cH:4][cH:5][cH:6][cH:7]1)[O:8][CH2:9][n:10]1[c:11]([CH:29]=[O:30])[c:12]([C:24](=[O:25])[O:26][CH2:27][CH3:28])[c:13]([CH2:16][c:17]2[c:18]([F:23])[cH:19][cH:20][cH:21][cH:22]2)[c:14]1-[c:37]1[cH:36][c:35]([O:34][CH:31]2[CH2:32][CH2:33]2)[c:40]([O:41][CH:42]([F:43])[F:44])[cH:39][cH:38]1. The reactants are C(C(=O)OCC)(=O)OCC (diethyl oxalate), [O-]CC.[K+] (potassium ethoxide), CC1=C(C=C(C=C1[N+](=O)[O-])C)C(OCC)=N (ethyl 2,5-dimethyl-3-nitrophenylimidoformate). The solvent is CN(C)C=O (DMF), CS(=O)C (DMSO). Run at temperature 40 celsius. Product: CC1=CC(=C2C=CNC2=C1)[N+](=O)[O-] (6-Methyl-4-nitro-1H-indole). As a reaction SMILES: C(O[CH2:9][CH3:10])(=O)C(OCC)=O.[O-][CH2:12]C.[K+].[CH3:15][C:16]1[C:21]([N+:22]([O-:24])=[O:23])=[CH:20]C(C)=C[C:17]=1[C:26](=[NH:30])OCC>CN(C=O)C.CS(C)=O>[CH3:12][C:10]1[CH:9]=[C:15]2[C:16]([CH:17]=[CH:26][NH:30]2)=[C:21]([N+:22]([O-:24])=[O:23])[CH:20]=1 |f:1.2|. Procedure: A solution of 2,5-dimethyl-3-nitroaniline from Step A (1.21 g, 7.26 mmol) and p-toluenesulfonic acid monohydrate (2 mg, 0.011 mmol) in freshly distilled triethyl orthoformate (1.65 mL, 9.92 mmol) was heated at 120° C. for 45 min in a distillation apparatus, and about 0.4 mL of EtOH distilled over. Vacuum distillation of the residual solution yielded ethyl 2,5-dimethyl-3-nitrophenylimidoformate (b.p.=146° C., ca. 2 mm Hg) as a pale yellow solid. To a solution of diethyl oxalate (868 mg, 5.94 mmol...